This data is from the Open Reaction Database (ORD), a public repository of structured organic reaction records. The task is: describe an organic reaction: reactants, conditions, products, and yield Starting materials: N1C(=O)C(=O)C2=CC=CC=C12 (isatin), 190, S(=O)(=O)([O-])OOS(=O)(=O)[O-].[K+].[K+] (potassium peroxydisulfate), S(O)(O)(=O)=O (sulfuric acid). Reaction conditions: time 15 minute. Yields the product 110, O=C1OC2=C(NC1=O)C=CC=C2 (2,3-dioxo-1,4-benzoxazine). As a reaction SMILES: [NH:1]1[C:11]2[C:6](=[CH:7][CH:8]=[CH:9][CH:10]=2)[C:4](=[O:5])[C:2]1=[O:3].S(OOS([O-])(=O)=O)([O-])(=O)=[O:13].[K+].[K+].S(=O)(=O)(O)O>>[O:5]=[C:4]1[C:2](=[O:3])[NH:1][C:11]2[CH:10]=[CH:9][CH:8]=[CH:7][C:6]=2[O:13]1 |f:1.2.3|. Procedure details: 103 parts of isatin are introduced slowly into a solution of 190 parts of potassium peroxydisulfate in 1,300 parts of 90% strength sulfuric acid at from 0° C. to 10° C. The mixture is then stirred for 10-20 minutes, after which it is poured onto ice. The product is filtered off and dried, giving 110 parts of 2,3-dioxo-1,4-benzoxazine, of melting point 285° C. (with decomposition).